From a dataset of the Open Reaction Database (ORD), a public repository of structured organic reaction records. describe an organic reaction: reactants, conditions, products, and yield Reactants: CS(=O)(=O)O, CO, COc1cccc2c1nc(C(F)F)n2-c1nc(N2CCOCC2)nc(N2CCN(S(=O)(=O)CCN3CCN(S(C)(=O)=O)CC3)CC2)n1. The product is CS(=O)(=O)O, COc1cccc2c1nc(C(F)F)n2-c1nc(N2CCOCC2)nc(N2CCN(S(=O)(=O)CCN3CCN(S(C)(=O)=O)CC3)CC2)n1. RXN SMILES: [CH3:48][S:49]([OH:50])(=[O:51])=[O:52].[CH3:53][OH:54].[F:1][CH:2]([c:3]1[n:4][c:5]2[c:6]([n:7]1-[c:8]1[n:9][c:10]([N:35]3[CH2:36][CH2:37][O:38][CH2:39][CH2:40]3)[n:11][c:12]([N:14]3[CH2:15][CH2:16][N:17]([S:20](=[O:21])(=[O:22])[CH2:23][CH2:24][N:25]4[CH2:26][CH2:27][N:28]([S:31](=[O:32])(=[O:33])[CH3:34])[CH2:29][CH2:30]4)[CH2:18][CH2:19]3)[n:13]1)[cH:41][cH:42][cH:43][c:44]2[O:45][CH3:46])[F:47]>>[CH3:48][S:49](=[O:50])(=[O:51])[OH:52].[F:1][CH:2]([c:3]1[n:4][c:5]2[c:6]([n:7]1-[c:8]1[n:9][c:10]([N:35]3[CH2:36][CH2:37][O:38][CH2:39][CH2:40]3)[n:11][c:12]([N:14]3[CH2:15][CH2:16][N:17]([S:20](=[O:21])(=[O:22])[CH2:23][CH2:24][N:25]4[CH2:26][CH2:27][N:28]([S:31](=[O:32])(=[O:33])[CH3:34])[CH2:29][CH2:30]4)[CH2:18][CH2:19]3)[n:13]1)[cH:41][cH:42][cH:43][c:44]2[O:45][CH3:46])[F:47]. The yield is 10.9%. Starting materials: FC1=CC=C(C=C1)C=1C(=NNC1C(F)(F)F)C1=CC=C(C=C1)S(=O)(=O)C (4-(4-fluorophenyl)-3-[4-(methylsulfonyl)phenyl]-5-(trifluoromethyl)-1H-pyrazole), BrCC#N (bromoacetonitrile). Solvent: C1(=CC=CC=C1)C (toluene). Yields the product C(#N)CN1N=C(C(=C1C(F)(F)F)C1=CC=C(C=C1)F)C1=CC=C(C=C1)S(=O)(=O)C (1-cyanomethyl-4-(4-fluorophenyl)-3-[4-(methylsulfonyl)phenyl]-5-(trifluoromethyl)-1H-pyrazole). As a reaction SMILES: [F:1][C:2]1[CH:7]=[CH:6][C:5]([C:8]2[C:9]([C:17]3[CH:22]=[CH:21][C:20]([S:23]([CH3:26])(=[O:25])=[O:24])=[CH:19][CH:18]=3)=[N:10][NH:11][C:12]=2[C:13]([F:16])([F:15])[F:14])=[CH:4][CH:3]=1.Br[CH2:28][C:29]#[N:30]>C1(C)C=CC=CC=1>[C:29]([CH2:28][N:11]1[C:12]([C:13]([F:16])([F:14])[F:15])=[C:8]([C:5]2[CH:6]=[CH:7][C:2]([F:1])=[CH:3][CH:4]=2)[C:9]([C:17]2[CH:22]=[CH:21][C:20]([S:23]([CH3:26])(=[O:24])=[O:25])=[CH:19][CH:18]=2)=[N:10]1)#[N:30]. Procedure details: A mixture of 4-(4-fluorophenyl)-3-[4-(methylsulfonyl)phenyl]-5-(trifluoromethyl)-1H-pyrazole (Example 1, step 3) (0.10 g), 4.2 g of bromoacetonitrile and 3 mL of toluene was heated at reflux for 2 hours. Toluene was distilled off and the mixture was heated at 190° C. for 24 hours. The reaction mixture was diluted with methylene chloride and filtered through silica gel. The filtrate was concentrated in vacuo and the residue was purified by HPLC (30% ethyl acetate-hexane). The second fraction elut... Conditions: temperature 190 celsius. Reactants: 2, BrCC(=O)C1=CC(=C(C=C1)Cl)S(N)(=O)=O (bromo-4'-chloro-3'-sulfamoylacetophenone), C(CCC)NC(=S)NCCCC (1,3-di-n-butylthiourea). Yields the product Br.C(CCC)N1C(SCC1(O)C1=CC(=C(C=C1)Cl)S(N)(=O)=O)=NCCCC (3-n-Butyl-2-n-butylimino-4-(4-chloro-3-sulfamoylphenyl)-1,3-thiazolidine-4-ol-hydrobromide). Reaction SMILES: [Br:1][CH2:2][C:3]([C:5]1[CH:10]=[CH:9][C:8]([Cl:11])=[C:7]([S:12](=[O:15])(=[O:14])[NH2:13])[CH:6]=1)=[O:4].[CH2:16]([NH:20][C:21]([NH:23][CH2:24][CH2:25][CH2:26][CH3:27])=[S:22])[CH2:17][CH2:18][CH3:19]>>[BrH:1].[CH2:24]([N:23]1[C:3]([C:5]2[CH:10]=[CH:9][C:8]([Cl:11])=[C:7]([S:12](=[O:15])(=[O:14])[NH2:13])[CH:6]=2)([OH:4])[CH2:2][S:22][C:21]1=[N:20][CH2:16][CH2:17][CH2:18][CH3:19])[CH2:25][CH2:26][CH3:27] |f:2.3|. Procedure: 6.2 g of 2 bromo-4'-chloro-3'-sulfamoylacetophenone were reacted with 3.8 g of 1,3-di-n-butylthiourea according to the prescription given in Example 12 and the end product was precipitated with diisopropyl ether. The reactants are ClC1=CC(=C(C=O)C=C1)N1N=C(C=C1)C (4-chloro-2-(3-methyl-pyrazol-1-yl)-benzaldehyde), [BH4-].[Na+] (NaBH4). Run in CO (MeOH). Run at temperature 0 celsius. Product: ClC1=CC(=C(C=C1)CO)N1N=C(C=C1)C ((4-Chloro-2-(3-methyl-1H-pyrazol-1-yl)phenyl)methanol). As a reaction SMILES: [Cl:1][C:2]1[CH:9]=[CH:8][C:5]([CH:6]=[O:7])=[C:4]([N:10]2[CH:14]=[CH:13][C:12]([CH3:15])=[N:11]2)[CH:3]=1.[BH4-].[Na+]>CO>[Cl:1][C:2]1[CH:9]=[CH:8][C:5]([CH2:6][OH:7])=[C:4]([N:10]2[CH:14]=[CH:13][C:12]([CH3:15])=[N:11]2)[CH:3]=1 |f:1.2|. Reported procedure: 4-Chloro-2-(3-methyl-pyrazol-1-yl)-benzaldehyde (446 mg, 2.03 mmol) from Step 1 was dissolved in MeOH (14 mL) and cooled to 0° C. NaBH4 (175 mg, 4.61 mmol)) was added portionwise. The reaction mixture was allowed to warm to RT, and after 90 min was quenched with acetone. The MeOH was removed in vacuo. The residue was partitioned between water and EtOAc and then extracted. The combined organic layers were washed with brine, dried over Na2SO4, filtered, and concentrated in vacuo. Purification by n... The reactants are C(=CCCCCCCCCCC)C1C(=O)OC(C1)=O (dodecenylsuccinic anhydride), N(CCO)CCO (diethanolamine), O (water), N(CCO)CCO (diethanolamine). Solvent: C1(=CC=CC=C1)C (toluene), C1(=CC=CC=C1)C (toluene). Reaction conditions: time 2.5 hour. The product is OCCN(C(CC(C(=O)O)C=CCCCCCC)=O)CCO (2-(2-(bis(2-hydroxyethyl)amino)-2-oxoethyl)dec-3-enoic acid). RXN SMILES: [NH:1]([CH2:5][CH2:6][OH:7])[CH2:2][CH2:3][OH:4].[CH:8]([CH:20]1[CH2:25][C:24](=[O:26])[O:23][C:21]1=[O:22])=[CH:9][CH2:10][CH2:11][CH2:12][CH2:13][CH2:14][CH2:15]CCCC.O>C1(C)C=CC=CC=1>[OH:4][CH2:3][CH2:2][N:1]([CH2:5][CH2:6][OH:7])[C:24](=[O:26])[CH2:25][CH:20]([CH:8]=[CH:9][CH2:10][CH2:11][CH2:12][CH2:13][CH2:14][CH3:15])[C:21]([OH:23])=[O:22]. Procedure: A 500 ml, two-neck flask was charged with 52.6 g (500 mmol) diethanolamine and 50 ml toluene. A temperature probe was placed into this solution through one of the necks of the flask and the flask was immersed into a water bath. A solution of 105.2 g (500 mmol) dodecenylsuccinic anhydride dissolved in 200 ml toluene was dripped into the magnetically stirred solution diethanolamine solution over a 40-minute period. Ice was added to the water bath as required to prevent temperature of the reaction ... Starting materials: OC1=C(C=CC=C1)CCCCC#CCSCC#CCCCCC1=C(C=CC=C1)O (2-Hydroxyphenyl-hept-2-ynyl sulfide), N1=CC=CC=C1 (pyridine), CS(=O)(=O)Cl (methylsulfonyl chloride). Run in C(Cl)Cl (CH2Cl2). Reaction conditions: time 6 hour. The product is CS(=O)(=O)OC1=C(C=CC=C1)CCCCC#CCSCC#CCCCCC1=C(C=CC=C1)OS(=O)(=O)C (2-Methylsulfonyloxyphenylhept-2-ynyl sulfide). The yield is 86.9%. As a reaction SMILES: [OH:1][C:2]1[CH:7]=[CH:6][CH:5]=[CH:4][C:3]=1[CH2:8][CH2:9][CH2:10][CH2:11][C:12]#[C:13][CH2:14][S:15][CH2:16][C:17]#[C:18][CH2:19][CH2:20][CH2:21][CH2:22][C:23]1[CH:28]=[CH:27][CH:26]=[CH:25][C:24]=1[OH:29].N1C=CC=CC=1.[CH3:36][S:37](Cl)(=[O:39])=[O:38]>C(Cl)Cl>[CH3:36][S:37]([O:29][C:24]1[CH:25]=[CH:26][CH:27]=[CH:28][C:23]=1[CH2:22][CH2:21][CH2:20][CH2:19][C:18]#[C:17][CH2:16][S:15][CH2:14][C:13]#[C:12][CH2:11][CH2:10][CH2:9][CH2:8][C:3]1[CH:4]=[CH:5][CH:6]=[CH:7][C:2]=1[O:1][S:37]([CH3:36])(=[O:39])=[O:38])(=[O:39])=[O:38]. Procedure details: To a solution of 82 (0.2 g, 0.9 mmol) in 2 mL of anhydrous CH2Cl2 at 0° C. was added anhydrous pyridine (71 mg, 0.9 mmol) and methylsulfonyl chloride (0.1 g, 0.9 mmol) under argon (FIG. 2N). The solution was stirred at room temperature for 6 h. The reaction was carefully quenched with water and extracted with CH2Cl2 (3×10 mL). The combined organic extracts were washed with water, dried (MgSO4), and concentrated in vacuo. Chromatography on silica gel (EtOAc:hexanes, 5:95) gave the desired methyls...